Task: describe an organic reaction: reactants, conditions, products, and yield. Dataset: the Open Reaction Database (ORD), a public repository of structured organic reaction records Starting materials: CNC(NN)=S (4-methyl-3-thiosemicarbazide), C(C(C)(C)C)(=O)O (pivalic acid), polyphosphoric acid, S(O)(O)(=O)=O (sulfuric acid). Product: C(C)(C)(C)C1=NN=C(S1)NC (5-t-butyl-2-methylamino-1,3,4-thiadiazole). As a reaction SMILES: [CH3:1][NH:2][C:3](=[S:6])[NH:4][NH2:5].[C:7](O)(=O)[C:8]([CH3:11])([CH3:10])[CH3:9].S(=O)(=O)(O)O>>[C:8]([C:11]1[S:6][C:3]([NH:2][CH3:1])=[N:4][N:5]=1)([CH3:10])([CH3:9])[CH3:7]. Procedure details: feeding the contents of said first and second vessels concomitantly into a third vessel containing a heel, i.e., a reacted mixture having been formed previously by reacting 4-methyl-3-thiosemicarbazide with a solution of pivalic acid in the presence of a solution containing concentrated polyphosphoric acid and concentrated sulfuric acid to form 5-t-butyl-2-methylamino-1,3,4-thiadiazole in situ; The reactants are CO, O=S(=O)(Cl)c1ccc(-c2cccs2)s1, ClC(Cl)Cl, Cc1noc(N)c1Br. Yields the product Cc1noc(NS(=O)(=O)c2ccc(-c3cccs3)s2)c1Br. RXN SMILES: [CH3:23][OH:24].[Cl:1][S:2](=[O:3])(=[O:4])[c:5]1[s:6][c:7](-[c:10]2[s:11][cH:12][cH:13][cH:14]2)[cH:8][cH:9]1.[Cl:25][CH:26]([Cl:27])[Cl:28].[NH2:15][c:16]1[c:17]([Br:22])[c:18]([CH3:21])[n:19][o:20]1>>[S:2](=[O:3])(=[O:4])([c:5]1[s:6][c:7](-[c:10]2[s:11][cH:12][cH:13][cH:14]2)[cH:8][cH:9]1)[NH:15][c:16]1[c:17]([Br:22])[c:18]([CH3:21])[n:19][o:20]1.